Dataset: the Open Reaction Database (ORD), a public repository of structured organic reaction records. Task: describe an organic reaction: reactants, conditions, products, and yield Product: COC=1C=CC2=C(SC(=C2C(=O)C2=CC=C(C=C2)OCCN2CCCCC2)C2=CC=C(C=C2)OC)C1 ([6-Methoxy-2-(4-Methoxyphenyl)benzo[b]thien-3-yl]-[4-[2-(1-Piperidinyl)ethoxy]phenyl] Methanone). Run at time 48 hour. The reactants are COC(=O)C=1C2=C(SC1C1=CC=C(C=C1)OC)C=C(C=C2)OC (6-methoxy-2-(4-methoxyphenyl)benzo[b]thiophene-3-carboxylic acid methyl ester), N1(CCCCC1)CCOC1=CC=C(C=C1)[Mg]Br (4-[2-(1-piperidinyl)ethoxy]phenylmagnesium bromide). Solvent: O1CCCC1 (tetrahydrofuran). Reported procedure: To a solution of 6-methoxy-2-(4-methoxyphenyl)benzo[b]thiophene-3-carboxylic acid methyl ester (202 mg, 0.615 mmol) in tetrahydrofuran (5 ml) under nitrogen at 5° C. is added, dropwise over 2 min via syringe a solution of 4-[2-(1-piperidinyl)ethoxy]phenylmagnesium bromide (1.0 ml of 0.76 M solution, 0.76 mmol). Cooling is removed, and the reaction is allowed to stir at room temperature for 48 hours. It is then quenched by addition of saturated aqueous ammonium chloride (2 ml), and partitioned be... RXN SMILES: CO[C:3]([C:5]1[C:6]2[CH:21]=[CH:20][C:19]([O:22][CH3:23])=[CH:18][C:7]=2[S:8][C:9]=1[C:10]1[CH:15]=[CH:14][C:13]([O:16][CH3:17])=[CH:12][CH:11]=1)=[O:4].[N:24]1([CH2:30][CH2:31][O:32][C:33]2[CH:38]=[CH:37][C:36]([Mg]Br)=[CH:35][CH:34]=2)[CH2:29][CH2:28][CH2:27][CH2:26][CH2:25]1>O1CCCC1>[CH3:23][O:22][C:19]1[CH:20]=[CH:21][C:6]2[C:5]([C:3]([C:36]3[CH:35]=[CH:34][C:33]([O:32][CH2:31][CH2:30][N:24]4[CH2:25][CH2:26][CH2:27][CH2:28][CH2:29]4)=[CH:38][CH:37]=3)=[O:4])=[C:9]([C:10]3[CH:15]=[CH:14][C:13]([O:16][CH3:17])=[CH:12][CH:11]=3)[S:8][C:7]=2[CH:18]=1. Isolated yield 31.5%. Reactants: O=[N+]([O-])c1cnc(Cl)c(I)c1, [Fe]. Yields the product Nc1cnc(Cl)c(I)c1. As a reaction SMILES: [Cl:1][c:2]1[n:3][cH:4][c:5]([N+:9]([O-:10])=[O:11])[cH:6][c:7]1[I:8].[Fe:12]>>[Cl:1][c:2]1[n:3][cH:4][c:5]([NH2:9])[cH:6][c:7]1[I:8].